Dataset: the Open Reaction Database (ORD), a public repository of structured organic reaction records. Task: describe an organic reaction: reactants, conditions, products, and yield Reactants: C(C)OCC (diethyl ether), C(C1=CC=CC=C1)SCC(CO)(CCC)CSCC1=CC=CC=C1 (2,2-di-(benzylthiomethyl)pentan-1-ol), [Cr](=O)(=O)([O-])Cl.[NH+]1=CC=CC=C1 (pyridinium chlorochromate), C(C)(=O)[O-].[Na+] (sodium acetate). The solvent is ClCCl (dichloromethane), ClCCl (dichloromethane). Conditions: temperature 20 celsius, time 2 hour. The product is C(C1=CC=CC=C1)SCC(C=O)(CCC)CSCC1=CC=CC=C1 (2,2-Di(benzylthiomethyl)pentanal), oil. RXN SMILES: [CH2:1]([S:8][CH2:9][C:10]([CH2:16][S:17][CH2:18][C:19]1[CH:24]=[CH:23][CH:22]=[CH:21][CH:20]=1)([CH2:13][CH2:14][CH3:15])[CH2:11][OH:12])[C:2]1[CH:7]=[CH:6][CH:5]=[CH:4][CH:3]=1.[Cr](Cl)([O-])(=O)=O.[NH+]1C=CC=CC=1.C([O-])(=O)C.[Na+].C(OCC)C>ClCCl>[CH2:18]([S:17][CH2:16][C:10]([CH2:9][S:8][CH2:1][C:2]1[CH:3]=[CH:4][CH:5]=[CH:6][CH:7]=1)([CH2:13][CH2:14][CH3:15])[CH:11]=[O:12])[C:19]1[CH:20]=[CH:21][CH:22]=[CH:23][CH:24]=1 |f:1.2,3.4|. Procedure: A solution of 2,2-di-(benzylthiomethyl)pentan-1-ol (1.0 g Example XI) in dry dichloromethane (10 ml) was added to a stirred suspension of pyridinium chlorochromate (1.5 g) and anhydrous sodium acetate (0.11 g) in dry dichloromethane (25 ml) at 0° C., under a current of nitrogen. The reaction mixture was allowed to warm to 20° C. and then stirred for 2 hours. Dry diethyl ether was added and the mixture stirred for 30 minutes. The ethereal extracts were decanted off and the residue was washed with...